From a dataset of the Open Reaction Database (ORD), a public repository of structured organic reaction records. describe an organic reaction: reactants, conditions, products, and yield Starting materials: CN1CCOCC1, CN(C)c1ccncc1, C=C(C)C1N(CC(=O)F)C(=O)CC(c2cccc(Cl)c2)C12C(=O)Nc1cc(Cl)ccc12, NCCO, C1CCOC1. Product: C=C(C)C1N(CC(=O)NCCO)C(=O)CC(c2cccc(Cl)c2)C12C(=O)Nc1cc(Cl)ccc12. RXN SMILES: [CH3:36][N:37]1[CH2:38][CH2:39][O:40][CH2:41][CH2:42]1.[CH3:43][N:44]([CH3:45])[c:46]1[cH:47][cH:48][n:49][cH:50][cH:51]1.[Cl:1][c:2]1[cH:3][cH:4][c:5]2[c:9]([cH:10]1)[NH:8][C:7](=[O:11])[C:6]21[CH:12]([C:29](=[CH2:30])[CH3:31])[N:13]([CH2:25][C:26](=[O:27])[F:28])[C:14](=[O:24])[CH2:15][CH:16]1[c:17]1[cH:18][c:19]([Cl:23])[cH:20][cH:21][cH:22]1.[NH2:32][CH2:33][CH2:34][OH:35].[O:52]1[CH2:53][CH2:54][CH2:55][CH2:56]1>>[Cl:1][c:2]1[cH:3][cH:4][c:5]2[c:9]([cH:10]1)[NH:8][C:7](=[O:11])[C:6]21[CH:12]([C:29](=[CH2:30])[CH3:31])[N:13]([CH2:25][C:26](=[O:27])[NH:32][CH2:33][CH2:34][OH:35])[C:14](=[O:24])[CH2:15][CH:16]1[c:17]1[cH:18][c:19]([Cl:23])[cH:20][cH:21][cH:22]1. The reactants are [BH4-], COc1cccc(C=NCCc2ccccc2)c1OCCCN1CCOCC1, CO, [Na+]. The product is COc1cccc(CNCCc2ccccc2)c1OCCCN1CCOCC1. Reaction SMILES: [BH4-:29].[CH3:1][O:2][c:3]1[c:4]([O:19][CH2:20][CH2:21][CH2:22][N:23]2[CH2:24][CH2:25][O:26][CH2:27][CH2:28]2)[c:5]([CH:9]=[N:10][CH2:11][CH2:12][c:13]2[cH:14][cH:15][cH:16][cH:17][cH:18]2)[cH:6][cH:7][cH:8]1.[CH3:31][OH:32].[Na+:30]>>[CH3:1][O:2][c:3]1[c:4]([O:19][CH2:20][CH2:21][CH2:22][N:23]2[CH2:24][CH2:25][O:26][CH2:27][CH2:28]2)[c:5]([CH2:9][NH:10][CH2:11][CH2:12][c:13]2[cH:14][cH:15][cH:16][cH:17][cH:18]2)[cH:6][cH:7][cH:8]1. As a reaction SMILES: [Br:23][CH2:24][CH2:25][CH2:26][CH2:27][CH2:28][Br:29].[C:17](=[O:18])([O-:19])[O-:20].[Cs+:21].[Cs+:22].[O:30]=[CH:31][N:32]([CH3:33])[CH3:34].[OH:1][c:2]1[c:3](=[O:16])[cH:4][c:5]([CH2:8][O:9][CH:10]2[O:11][CH2:12][CH2:13][CH2:14][CH2:15]2)[o:6][cH:7]1>>[O:1]([c:2]1[c:3](=[O:16])[cH:4][c:5]([CH2:8][O:9][CH:10]2[O:11][CH2:12][CH2:13][CH2:14][CH2:15]2)[o:6][cH:7]1)[CH2:28][CH2:27][CH2:26][CH2:25][CH2:24][Br:23]. Reactants: BrCCCCCBr, O=C([O-])[O-], [Cs+], [Cs+], CN(C)C=O, O=c1cc(COC2CCCCO2)occ1O. Product: O=c1cc(COC2CCCCO2)occ1OCCCCCBr. Starting materials: CC(C)(C)c1ccc(C2CC2C(=O)O)o1, CCCCCC, O=C(Cl)C(=O)Cl. Yields the product CC(C)(C)c1ccc(C2CC2C(=O)Cl)o1. As a reaction SMILES: [C:1]([CH3:2])([CH3:3])([CH3:4])[c:5]1[cH:6][cH:7][c:8]([CH:10]2[CH:11]([C:13](=[O:14])[OH:15])[CH2:12]2)[o:9]1.[CH3:22][CH2:23][CH2:24][CH2:25][CH2:26][CH3:27].[Cl:16][C:17]([C:18]([Cl:19])=[O:20])=[O:21]>>[C:1]([CH3:2])([CH3:3])([CH3:4])[c:5]1[cH:6][cH:7][c:8]([CH:10]2[CH:11]([C:13](=[O:15])[Cl:16])[CH2:12]2)[o:9]1. Starting materials: ClC1=NC=C(C(=O)N)C(=C1)C(F)(F)F (6-chloro-4-(trifluoromethyl)nicotinamide), O=P(Cl)(Cl)Cl (POCl3). Reaction conditions: temperature 60 celsius, time 1 hour. The product is ClC1=NC=C(C#N)C(=C1)C(F)(F)F (6-chloro-4-(trifluoromethyl)nicotinonitrile). Isolated yield 86.0%. Reaction SMILES: [Cl:1][C:2]1[CH:10]=[C:9]([C:11]([F:14])([F:13])[F:12])[C:5]([C:6]([NH2:8])=O)=[CH:4][N:3]=1.O=P(Cl)(Cl)Cl>>[Cl:1][C:2]1[CH:10]=[C:9]([C:11]([F:12])([F:13])[F:14])[C:5]([C:6]#[N:8])=[CH:4][N:3]=1. Procedure: A mixture of 6-chloro-4-(trifluoromethyl)nicotinamide (0.847 g, 3.77 mmol, Preparation #27) and POCl3 (7.03 mL, 75.0 mmol) was heated at about 60° C. with stirring for about 1 h. The reaction mixture was cooled to ambient temperature and concentrated to dryness under reduced pressure and the resulting material was partitioned between chilled saturated aqueous NaHCO3 (30 mL) and EtOAc (30 mL). The layers were separated and the organic solution was washed with saturated aqueous NaHCO3 solution (30... Starting materials: ClC1=NC2=CC(=C(C=C2C=C1C(=O)C(C(=O)OCC)=CN(C)C)F)Cl (ethyl 2-(2,7-dichloro-6-fluoro-3-quinolinecarbonyl)-3-(dimethylamino)acrylate), C1(CC1)N (cyclopropylamine). Solvent: ClC(Cl)Cl (trichloromethane). Reaction conditions: temperature 78 celsius. Yields the product ClC=1C(=CC=2C(=NC=3N(C=C(C(C3C2)=O)C(=O)OCC)C2CC2)C1)F (8-Chloro-1-cyclopropyl-3-ethoxycarbonyl-7-fluoro-4-oxo-1,4-di hydrobenzo[b][1,8]naphthyridine). Yield: 70.8%. As a reaction SMILES: Cl[C:2]1[C:11]([C:12]([C:14](=[CH:20][N:21](C)[CH3:22])[C:15]([O:17][CH2:18][CH3:19])=[O:16])=[O:13])=[CH:10][C:9]2[C:4](=[CH:5][C:6]([Cl:25])=[C:7]([F:24])[CH:8]=2)[N:3]=1.[CH:26]1(N)C[CH2:27]1>ClC(Cl)Cl>[Cl:25][C:6]1[C:7]([F:24])=[CH:8][C:9]2[C:4]([CH:5]=1)=[N:3][C:2]1[N:21]([CH:22]3[CH2:27][CH2:26]3)[CH:20]=[C:14]([C:15]([O:17][CH2:18][CH3:19])=[O:16])[C:12](=[O:13])[C:11]=1[CH:10]=2. Reported procedure: A solution of ethyl 2-(2,7-dichloro-6-fluoro-3-quinolinecarbonyl)-3-(dimethylamino)acrylate (20.6 g) and cyclopropylamine (6 g) in trichloromethane (100 cc) is stirred at a temperature in the region of 20° C. for 24 hours. The reaction mixture is concentrated under reduced pressure (2.7 kPa) at 50° C. The residue is taken up with ethanol (180 Zcc) and DBU (10 g) and the solution obtained heated to a temperature in the region of 78° C. for 4 hours. After cooling to a temperature in the region of ... Yield: 49.2%. Reactants: BrC1=CC2=C(OCC3=C(C2C(=O)O)C=CC=C3)C=C1 (2-Bromo-6,11-dihydrodibenz[b,e]oxepin-11-carboxylic acid), BrC1=CC2=C(OCC3=C(C2C(=O)O)C=CC=C3)C=C1 (2-Bromo-6,11-dihydrodibenz[b,e]oxepin-11-carboxylic acid), CNC1=CC=CC=C1 (N-methylaniline). As a reaction SMILES: [Br:1][C:2]1[CH:19]=[CH:18][C:5]2[O:6][CH2:7][C:8]3[CH:17]=[CH:16][CH:15]=[CH:14][C:9]=3[CH:10]([C:11]([OH:13])=O)[C:4]=2[CH:3]=1.[CH3:20][NH:21][C:22]1[CH:27]=[CH:26][CH:25]=[CH:24][CH:23]=1>>[Br:1][C:2]1[CH:19]=[CH:18][C:5]2[O:6][CH2:7][C:8]3[CH:17]=[CH:16][CH:15]=[CH:14][C:9]=3[CH:10]([C:11]([N:21]([C:22]3[CH:27]=[CH:26][CH:25]=[CH:24][CH:23]=3)[CH3:20])=[O:13])[C:4]=2[CH:3]=1. The product is BrC1=CC2=C(OCC3=C(C2C(=O)N(C)C2=CC=CC=C2)C=CC=C3)C=C1 (2-Bromo- 6,11-dihydro-N-phenyl-N-methyldibenz[b,e]oxepin- 11-carboxamide). Procedure details: The similar procedures as in Example 1 were repeated except using 1.0 g of 2-bromo-6,11-dihydrodibenz[b,e]oxepin-11-carboxylic acid obtained in Example 46 (Compound H) in place of Compound A and 0.41 g of N-methylaniline in place of aniline to obtain 0.63 g of Compound 43.